From a dataset of the Open Reaction Database (ORD), a public repository of structured organic reaction records. describe an organic reaction: reactants, conditions, products, and yield Starting materials: BrC=1C=2N(C=CC1)N=C(N2)Cl (8-bromo-2-chloro[1,2,4]triazolo[1,5-a]pyridine), FC1(OC2=C(O1)C=CC=C2B(O)O)F (2,2-difluorobenzo[1,3]dioxole-4-boronic acid). The product is FC1(OC2=C(O1)C=CC=C2C2=NN1C(C=CC=C1)=N2)F (2,2-difluoro-1,3-benzodioxol-4-yl-[1,2,4]triazolo[1,5-a]pyridine), foam. Yield: 67.0%. Reaction SMILES: Br[C:2]1[C:3]2[N:4]([N:8]=[C:9](Cl)[N:10]=2)[CH:5]=[CH:6][CH:7]=1.[F:12][C:13]1([F:25])[O:17][C:16]2[CH:18]=[CH:19][CH:20]=[C:21](B(O)O)[C:15]=2[O:14]1>>[F:25][C:13]1([F:12])[O:14][C:15]2[CH:21]=[CH:20][CH:19]=[C:18]([C:9]3[N:10]=[C:3]4[CH:2]=[CH:7][CH:6]=[CH:5][N:4]4[N:8]=3)[C:16]=2[O:17]1. Reported procedure: 2-Chloro-8-(2,2-difluoro-1,3-benzodioxol-4-yl-[1,2,4]triazolo[1,5-a]pyridine was prepared from 8-bromo-2-chloro[1,2,4]triazolo[1,5-a]pyridine (0.71 g, 3.0 mmol) and 2,2-difluorobenzo[1,3]dioxole-4-boronic acid (0.64 g, 3.2 mmol) in a manner analogous to Example 2c. Product was isolated as a foam (0.63 g, 67%). 1H NMR (400 MHz, CDCl3, δ, ppm): 7.84 (d, J=7.5 Hz, 1H), 7.78-7.67 (m, 2H), 7.33-7.23 (m, 2H), 7.36 (d, J=6 Hz, 1H), MS=310 (MH)+.